Dataset: the Open Reaction Database (ORD), a public repository of structured organic reaction records. Task: describe an organic reaction: reactants, conditions, products, and yield Starting materials: Cl.C1(CCCCC1)NC1=NNC(=C1C(=O)OCC)C (3-cyclohexylamino-5-methyl-1H-pyrazole-4-carboxylic acid, ethyl ester hydrochloride), [OH-].[Na+] (sodium hydroxide). The reagents and catalysts are [Br-].C(CCC)[N+](CCCC)(CCCC)CCCC (tetrabutylammonium bromide). Run in C(C)O (ethanol), ice water. Yields the product C1(CCCCC1)NC1=NNC(=C1C(=O)O)C (3-(Cyclohexylamino)-5-methyl-1H-pyrazole-4-carboxylic acid). The yield is 38.4%. RXN SMILES: Cl.[CH:2]1([NH:8][C:9]2[C:13]([C:14]([O:16]CC)=[O:15])=[C:12]([CH3:19])[NH:11][N:10]=2)[CH2:7][CH2:6][CH2:5][CH2:4][CH2:3]1.[OH-].[Na+]>C(O)C.[Br-].C([N+](CCCC)(CCCC)CCCC)CCC>[CH:2]1([NH:8][C:9]2[C:13]([C:14]([OH:16])=[O:15])=[C:12]([CH3:19])[NH:11][N:10]=2)[CH2:3][CH2:4][CH2:5][CH2:6][CH2:7]1 |f:0.1,2.3,5.6|. Procedure: A solution of 2 g (0.007 mole) of 3-cyclohexylamino-5-methyl-1H-pyrazole-4-carboxylic acid, ethyl ester hydrochloride [1:1] in 30 mL of ethanol was treated with 5 mL of 50% sodium hydroxide solution, 20 mg of tetrabutylammonium bromide and stirred rapidly while heating at reflux. After 20 hr the reaction mixture was diluted with ice water, extracted with 6×100 mL of isopropyl ether, the pH adjusted to 7 with concentrated sulfuric acid and to pH 5.5 with 10 g of sodium dihydrogen phosphate. The f... Reactants: N1CCC1 (azetidine), COC1CN(CC1)C1=NN2C(C=CC(=C2)NC(=O)C2=C(C=NN2C)C(=O)O)=N1 (5-[2-(3-Methoxy-pyrrolidin-1-yl)-[1,2,4]triazolo[1,5-a]pyridin-6-ylcarbamoyl]-1-methyl-1H-pyrazole-4-carboxylic acid), solid. Yields the product COC1CN(CC1)C1=NN2C(C=CC(=C2)NC(=O)C=2N(N=CC2C(=O)N2CCC2)C)=N1 (4-(Azetidine-1-carbonyl)-2-methyl-2H-pyrazole-3-carboxylic acid [2-(3-methoxy-pyrrolidin-1-yl)-[1,2,4]triazolo[1,5-a]pyridin-6-yl]-amide). As a reaction SMILES: [NH:1]1[CH2:4][CH2:3][CH2:2]1.[CH3:5][O:6][CH:7]1[CH2:11][CH2:10][N:9]([C:12]2[N:32]=[C:15]3[CH:16]=[CH:17][C:18]([NH:20][C:21]([C:23]4[N:27]([CH3:28])[N:26]=[CH:25][C:24]=4[C:29](O)=[O:30])=[O:22])=[CH:19][N:14]3[N:13]=2)[CH2:8]1>>[CH3:5][O:6][CH:7]1[CH2:11][CH2:10][N:9]([C:12]2[N:32]=[C:15]3[CH:16]=[CH:17][C:18]([NH:20][C:21]([C:23]4[N:27]([CH3:28])[N:26]=[CH:25][C:24]=4[C:29]([N:1]4[CH2:4][CH2:3][CH2:2]4)=[O:30])=[O:22])=[CH:19][N:14]3[N:13]=2)[CH2:8]1. Procedure details: Using azetidine and 5-[2-(3-Methoxy-pyrrolidin-1-yl)-[1,2,4]triazolo[1,5-a]pyridin-6-ylcarbamoyl]-1-methyl-1H-pyrazole-4-carboxylic acid, the title compound was prepared in the same manner as described for example 2. Off white solid (57 mg, 43%). MS: m/z=425 (M+H+). Starting materials: CC(=O)SC1CC(c2csc(N)n2)N(C(=O)OCc2ccc([N+](=O)[O-])cc2)C1, C[O-], CC(=O)O, CO, ClCCl, [Na+]. Product: Nc1nc(C2CC(S)CN2C(=O)OCc2ccc([N+](=O)[O-])cc2)cs1. As a reaction SMILES: [C:1](=[O:2])([CH3:3])[S:4][CH:5]1[CH2:6][CH:7]([c:23]2[n:24][c:25]([NH2:28])[s:26][cH:27]2)[N:8]([C:10](=[O:11])[O:12][CH2:13][c:14]2[cH:15][cH:16][c:17]([N+:20](=[O:21])[O-:22])[cH:18][cH:19]2)[CH2:9]1.[CH3:29][O-:30].[CH3:32][C:33](=[O:34])[OH:35].[CH3:36][OH:37].[Cl:38][CH2:39][Cl:40].[Na+:31]>>[SH:4][CH:5]1[CH2:6][CH:7]([c:23]2[n:24][c:25]([NH2:28])[s:26][cH:27]2)[N:8]([C:10](=[O:11])[O:12][CH2:13][c:14]2[cH:15][cH:16][c:17]([N+:20](=[O:21])[O-:22])[cH:18][cH:19]2)[CH2:9]1. Starting materials: COC(C)=O, COC(=O)CCC(C(=O)c1cccc(OCc2ccccc2)c1)c1ccccc1C, CO, Cl. Product: COC(=O)CCC(C(=O)c1cccc(O)c1)c1ccccc1C. Reaction SMILES: [C:33]([O:34][CH3:35])(=[O:36])[CH3:37].[CH2:1]([c:2]1[cH:3][cH:4][cH:5][cH:6][cH:7]1)[O:8][c:9]1[cH:10][c:11]([C:15]([CH:16]([CH2:17][CH2:18][C:19](=[O:20])[O:21][CH3:22])[c:23]2[c:24]([CH3:29])[cH:25][cH:26][cH:27][cH:28]2)=[O:30])[cH:12][cH:13][cH:14]1.[CH3:31][OH:32].[ClH:38]>>[OH:8][c:9]1[cH:10][c:11]([C:15]([CH:16]([CH2:17][CH2:18][C:19](=[O:20])[O:21][CH3:22])[c:23]2[c:24]([CH3:29])[cH:25][cH:26][cH:27][cH:28]2)=[O:30])[cH:12][cH:13][cH:14]1. Starting materials: C1(CCCCC1)C[C@@H]([C@H](C[C@H](C=C)C(C)C)O)NC(=O)[C@H](CC=1N=CNC1)NC(=O)[C@@H](CC1=CC=CC=C1)CC(=O)[C@H]1N(CCC1)C(=O)OC(C)(C)C (t-butyl (S)-2-[[(S)-α-[[(S)-1-[[(1S,2S,4S)-1-(cyclohexylmethyl)-2-hydroxy-4-isopropyl-5-hexenyl]carbamoyl]-2-imidazol-4-ylethyl]-carbamoyl]-phenethyl]acetyl]-1-pyrrolidinecarboxylate), C1(CCCCC1)C[C@@H]([C@H](C[C@H](C=C)C(C)C)O)NC(=O)[C@H](CC=1N=CNC1)NC(=O)[C@H](CC1=CC=CC=C1)CC(=O)[C@H]1N(CCC1)C(=O)OC(C)(C)C (t-butyl (S)-2-[[(R)-α-[[(S)-1-[[(1S,2S,4S)-1-(cyclohexylmethyl)-2-hydroxy-4-isopropyl-5-hexenyl]carbamoyl]-2-imidazol-4-ylethyl]carbamoyl]phenethyl]acetyl]-1-pyrrolidinecarboxylate). Product: C1(CCCCC1)C[C@@H]([C@H](C[C@H](CC)C(C)C)O)NC(=O)[C@H](CC=1N=CNC1)NC(=O)[C@@H](CC1=CC=CC=C1)CC(=O)[C@H]1N(CCC1)C(=O)OC(C)(C)C (t-butyl (S)-2-[[(S)-α-[[(S)-1-[[(1S,2S,4S)-1-(cyclohexylmethyl)-2-hydroxy-4-isopropylhexyl]carbamoyl]-2-imidazol-4-ylethyl]-carbamoyl]phenethyl]acetyl]-1-pyrrolidinecarboxylate), C1(CCCCC1)C[C@@H]([C@H](C[C@H](CC)C(C)C)O)NC(=O)[C@H](CC=1N=CNC1)NC(=O)[C@H](CC1=CC=CC=C1)CC(=O)[C@H]1N(CCC1)C(=O)OC(C)(C)C (t-butyl (S)-2-[[(R)-α-[[(S)-1-[[(1S,2S,4S)-1-(cyclohexylmethyl)-2-hydroxy-4-isopropylhexyl]carbamoyl]-2-imidazol-4-ylethyl]carbamoyl]phenethyl]-acetyl]-1-pyrrolidinecarboxylate). As a reaction SMILES: [CH:1]1([CH2:7][C@H:8]([NH:18][C:19]([C@@H:21]([NH:28][C:29]([C@H:31]([CH2:39][C:40]([C@@H:42]2[CH2:46][CH2:45][CH2:44][N:43]2[C:47]([O:49][C:50]([CH3:53])([CH3:52])[CH3:51])=[O:48])=[O:41])[CH2:32][C:33]2[CH:38]=[CH:37][CH:36]=[CH:35][CH:34]=2)=[O:30])[CH2:22][C:23]2[N:24]=[CH:25][NH:26][CH:27]=2)=[O:20])[C@@H:9]([OH:17])[CH2:10][C@@H:11]([CH:14]([CH3:16])[CH3:15])[CH:12]=[CH2:13])[CH2:6][CH2:5][CH2:4][CH2:3][CH2:2]1.[CH:54]1([CH2:60][C@H:61]([NH:71][C:72]([C@@H:74]([NH:81][C:82]([C@@H:84]([CH2:92][C:93]([C@@H:95]2[CH2:99][CH2:98][CH2:97][N:96]2[C:100]([O:102][C:103]([CH3:106])([CH3:105])[CH3:104])=[O:101])=[O:94])[CH2:85][C:86]2[CH:91]=[CH:90][CH:89]=[CH:88][CH:87]=2)=[O:83])[CH2:75][C:76]2[N:77]=[CH:78][NH:79][CH:80]=2)=[O:73])[C@@H:62]([OH:70])[CH2:63][C@@H:64]([CH:67]([CH3:69])[CH3:68])[CH:65]=[CH2:66])[CH2:59][CH2:58][CH2:57][CH2:56][CH2:55]1>>[CH:1]1([CH2:7][C@H:8]([NH:18][C:19]([C@@H:21]([NH:28][C:29]([C@H:31]([CH2:39][C:40]([C@@H:42]2[CH2:46][CH2:45][CH2:44][N:43]2[C:47]([O:49][C:50]([CH3:53])([CH3:51])[CH3:52])=[O:48])=[O:41])[CH2:32][C:33]2[CH:38]=[CH:37][CH:36]=[CH:35][CH:34]=2)=[O:30])[CH2:22][C:23]2[N:24]=[CH:25][NH:26][CH:27]=2)=[O:20])[C@@H:9]([OH:17])[CH2:10][C@@H:11]([CH:14]([CH3:15])[CH3:16])[CH2:12][CH3:13])[CH2:6][CH2:5][CH2:4][CH2:3][CH2:2]1.[CH:54]1([CH2:60][C@H:61]([NH:71][C:72]([C@@H:74]([NH:81][C:82]([C@@H:84]([CH2:92][C:93]([C@@H:95]2[CH2:99][CH2:98][CH2:97][N:96]2[C:100]([O:102][C:103]([CH3:106])([CH3:104])[CH3:105])=[O:101])=[O:94])[CH2:85][C:86]2[CH:91]=[CH:90][CH:89]=[CH:88][CH:87]=2)=[O:83])[CH2:75][C:76]2[N:77]=[CH:78][NH:79][CH:80]=2)=[O:73])[C@@H:62]([OH:70])[CH2:63][C@@H:64]([CH:67]([CH3:68])[CH3:69])[CH2:65][CH3:66])[CH2:59][CH2:58][CH2:57][CH2:56][CH2:55]1. Procedure: In a manner analogous to that described in Example 2, by catalytically hydrogenating t-butyl (S)-2-[[(S)-α-[[(S)-1-[[(1S,2S,4S)-1-(cyclohexylmethyl)-2-hydroxy-4-isopropyl-5-hexenyl]carbamoyl]-2-imidazol-4-ylethyl]-carbamoyl]-phenethyl]acetyl]-1-pyrrolidinecarboxylate and t-butyl (S)-2-[[(R)-α-[[(S)-1-[[(1S,2S,4S)-1-(cyclohexylmethyl)-2-hydroxy-4-isopropyl-5-hexenyl]carbamoyl]-2-imidazol-4-ylethyl]carbamoyl]phenethyl]acetyl]-1-pyrrolidinecarboxylate, there was obtained t-butyl (S)-2-[[(S)-α-[[(S)... Starting materials: BrC=1C=C2C=CC(=CC2=CC1)C(=O)O (6-Bromonaphthalene-2-carboxylic acid), S(=O)(Cl)Cl (thionyl chloride). Reaction conditions: temperature 60 celsius, time 16 hour. The product is BrC=1C=C2C=CC(=CC2=CC1)C(=O)Cl (6-bromonaphthalene-2-carbonyl chloride). Reaction SMILES: [Br:1][C:2]1[CH:3]=[C:4]2[C:9](=[CH:10][CH:11]=1)[CH:8]=[C:7]([C:12]([OH:14])=O)[CH:6]=[CH:5]2.S(Cl)([Cl:17])=O>>[Br:1][C:2]1[CH:3]=[C:4]2[C:9](=[CH:10][CH:11]=1)[CH:8]=[C:7]([C:12]([Cl:17])=[O:14])[CH:6]=[CH:5]2. Procedure details: 6-Bromonaphthalene-2-carboxylic acid (25.1 g) was suspended in thionyl chloride (200 mL), stirred at 60° C. for 16 hours and evaporated under vacuum. Solid was dissolved in dichloromethane (50 mL) and evaporated under vacuum, giving 6-bromonaphthalene-2-carbonyl chloride (27.0 g, crude) as a white solid. Starting materials: COC(=O)C=1SC(=C(C1)S(=O)(=O)C=1C=NC(=C(C1)Br)Cl)SC (4-(5-bromo-6-chloro-pyridine-3-sulfonyl)-5-methylsulfanyl-thiophene-2-carboxylic acid methyl ester), C1CCOC1 (THF), N1=CNC(=C1)CCN (2-(3H-imidazol-4-yl)-ethylamine), C(C)(C)N(CC)C(C)C (diisopropylethylamine). Solvent: CO.C(Cl)Cl (MeOH DCM), CN(C)C=O (DMF). Yields the product COC(=O)C=1SC(=C(C1)S(=O)(=O)C=1C=NC(=C(C1)Br)NCCC=1NC=NC1)SC (4-{5-Bromo-6-[2-(3H-imidazol-4-yl)-ethylamino]-pyridine-3-sulfonyl}-5-methylsulfanyl-thiophene-2-carboxylic acid methyl ester). RXN SMILES: [CH3:1][O:2][C:3]([C:5]1[S:6][C:7]([S:21][CH3:22])=[C:8]([S:10]([C:13]2[CH:14]=[N:15][C:16](Cl)=[C:17]([Br:19])[CH:18]=2)(=[O:12])=[O:11])[CH:9]=1)=[O:4].[N:23]1[CH:27]=[C:26]([CH2:28][CH2:29][NH2:30])[NH:25][CH:24]=1.C(N(C(C)C)CC)(C)C.C1COCC1>CO.C(Cl)Cl.CN(C=O)C>[CH3:1][O:2][C:3]([C:5]1[S:6][C:7]([S:21][CH3:22])=[C:8]([S:10]([C:13]2[CH:14]=[N:15][C:16]([NH:30][CH2:29][CH2:28][C:26]3[NH:25][CH:24]=[N:23][CH:27]=3)=[C:17]([Br:19])[CH:18]=2)(=[O:12])=[O:11])[CH:9]=1)=[O:4] |f:4.5|. Procedure details: The reaction was conducted following the procedure for Example 156: step a, using. 4-(5-bromo-6-chloro-pyridine-3-sulfonyl)-5-methylsulfanyl-thiophene-2-carboxylic acid methyl ester (0.050 g, 0.113 mmol), (Example 2: step c), 2-(3H-imidazol-4-yl)-ethylamine (0.027 g, 0.146 mmol), diisopropylethylamine (0.073 g, 0.565 mmol), THF [0.5 mL], DMF [0.5 mL]. Chromatography of the residue (0%–6% MeOH/DCM) yielded the title compound. ESI-MS (m/z): Calcd. for C17H17BrN4O4S3: 518.44 (M+H); found 517.0, 519... Reactants: COC1=CC=C(C=C1C(=O)O)C(=O)N (6-methoxyisophthalamic acid), ClC1=CC(=C(N)C=C1OC)OC (4-chloro-2,5-dimethoxyaniline). The product is ClC1=CC(=C(C=C1OC)NC(C=1C=C(C(=O)N)C=CC1OC)=O)OC (3-N-(4-chloro-2,5-dimethoxyphenyl)-4-methoxyisophthalamide). As a reaction SMILES: [CH3:1][O:2][C:3]1[C:8]([C:9]([OH:11])=O)=[CH:7][C:6]([C:12]([NH2:14])=[O:13])=[CH:5][CH:4]=1.[Cl:15][C:16]1[C:22]([O:23][CH3:24])=[CH:21][C:19]([NH2:20])=[C:18]([O:25][CH3:26])[CH:17]=1>>[Cl:15][C:16]1[C:22]([O:23][CH3:24])=[CH:21][C:19]([NH:20][C:9](=[O:11])[C:8]2[CH:7]=[C:6]([CH:5]=[CH:4][C:3]=2[O:2][CH3:1])[C:12]([NH2:14])=[O:13])=[C:18]([O:25][CH3:26])[CH:17]=1. Reported procedure: The captioned compound was synthesized from 6-methoxyisophthalamic acid and 4-chloro-2,5-dimethoxyaniline by the same procedure as in the manufacturing method described in step C of Example 1-3-1. The reactants are CCN(CC)C(=O)C(C)(C)Oc1ccc(-c2ccc(Br)cc2)cc1, C1CCNCC1, CN(C)P(=O)(N(C)C)N(C)C, [H-], [Na+]. Yields the product CCN(CC)C(=O)C(C)(C)Oc1ccc(-c2ccc(N3CCCCC3)cc2)cc1. RXN SMILES: [CH2:1]([CH3:2])[N:3]([C:4]([C:5]([CH3:6])([O:7][c:8]1[cH:9][cH:10][c:11](-[c:14]2[cH:15][cH:16][c:17]([Br:20])[cH:18][cH:19]2)[cH:12][cH:13]1)[CH3:21])=[O:22])[CH2:23][CH3:24].[CH2:25]1[CH2:26][CH2:27][NH:28][CH2:29][CH2:30]1.[CH3:33][N:34]([CH3:35])[P:36]([N:37]([CH3:38])[CH3:39])([N:40]([CH3:41])[CH3:42])=[O:43].[H-:32].[Na+:31]>>[CH2:1]([CH3:2])[N:3]([C:4]([C:5]([CH3:6])([O:7][c:8]1[cH:9][cH:10][c:11](-[c:14]2[cH:15][cH:16][c:17]([N:28]3[CH2:27][CH2:26][CH2:25][CH2:30][CH2:29]3)[cH:18][cH:19]2)[cH:12][cH:13]1)[CH3:21])=[O:22])[CH2:23][CH3:24].